Dataset: the Open Reaction Database (ORD), a public repository of structured organic reaction records. Task: describe an organic reaction: reactants, conditions, products, and yield Starting materials: CCc1sc2ccc([N+](=O)[O-])cc2c1C(=O)c1ccc(OC)cc1, Cl, O, c1ccncc1. Yields the product CCc1sc2ccc([N+](=O)[O-])cc2c1C(=O)c1ccc(O)cc1. RXN SMILES: [CH3:1][O:2][c:3]1[cH:4][cH:5][c:6]([C:7](=[O:8])[c:9]2[c:10]([CH2:21][CH3:22])[s:11][c:12]3[c:13]2[cH:14][c:15]([N+:18](=[O:19])[O-:20])[cH:16][cH:17]3)[cH:23][cH:24]1.[ClH:25].[OH2:32].[n:26]1[cH:27][cH:28][cH:29][cH:30][cH:31]1>>[OH:2][c:3]1[cH:4][cH:5][c:6]([C:7](=[O:8])[c:9]2[c:10]([CH2:21][CH3:22])[s:11][c:12]3[c:13]2[cH:14][c:15]([N+:18](=[O:19])[O-:20])[cH:16][cH:17]3)[cH:23][cH:24]1. The reactants are OC=1C=C(C(=O)N2CCC(N(C3=C2C=CC=C3)CC(=O)N3CCN(CC3)C)=O)C=CC1NC(C1=C(C=CC=C1)C1=CC=C(C=C1)C)=O (5-{3-hydroxy-4-[2-(4-methylphenyl)benzoylamino]benzoyl}-1-[(4-methyl-1-piperazinyl)carbonylmethyl]-1,3,4,5-tetrahydro-1,5-benzodiazepin-2(2H)-one), Cl.CN(CCCCl)C (3-dimethylaminopropyl chloride hydrochloride), C([O-])([O-])=O.[K+].[K+] (potassium carbonate). Run in CN(C=O)C (N,N-dimethylformamide), C(C)(=O)OCC (ethyl acetate). Product: CN(CCCOC1=C(C(=O)N2CCCN(C3=C2C=CC=C3)CC(=O)N3CCN(CC3)C)C=CC(=C1)NC(C1=C(C=CC=C1)C1=CC=C(C=C1)C)=O)C (5-{3-dimethylaminopropoxy-4-[2-(4-methylphenyl)benzoylamino]benzoyl}-1-[(4-methyl-1-piperazinyl)carbonylmethyl]-1,3,4,5-tetrahydro-1,5-benzodiazepin). Yield: 38.5%. RXN SMILES: O[C:2]1[CH:3]=[C:4]([CH:29]=[CH:30][C:31]=1[NH:32][C:33](=[O:47])[C:34]1[CH:39]=[CH:38][CH:37]=[CH:36][C:35]=1[C:40]1[CH:45]=[CH:44][C:43]([CH3:46])=[CH:42][CH:41]=1)[C:5]([N:7]1[C:13]2[CH:14]=[CH:15][CH:16]=[CH:17][C:12]=2[N:11]([CH2:18][C:19]([N:21]2[CH2:26][CH2:25][N:24]([CH3:27])[CH2:23][CH2:22]2)=[O:20])[C:10](=O)[CH2:9][CH2:8]1)=[O:6].Cl.[CH3:49][N:50]([CH3:55])[CH2:51][CH2:52][CH2:53]Cl.C(=O)([O-])[O-:57].[K+].[K+]>CN(C)C=O.C(OCC)(=O)C>[CH3:49][N:50]([CH3:55])[CH2:51][CH2:52][CH2:53][O:57][C:29]1[CH:30]=[C:31]([NH:32][C:33](=[O:47])[C:34]2[CH:39]=[CH:38][CH:37]=[CH:36][C:35]=2[C:40]2[CH:45]=[CH:44][C:43]([CH3:46])=[CH:42][CH:41]=2)[CH:2]=[CH:3][C:4]=1[C:5]([N:7]1[C:13]2[CH:14]=[CH:15][CH:16]=[CH:17][C:12]=2[N:11]([CH2:18][C:19]([N:21]2[CH2:22][CH2:23][N:24]([CH3:27])[CH2:25][CH2:26]2)=[O:20])[CH2:10][CH2:9][CH2:8]1)=[O:6] |f:1.2,3.4.5|. Procedure: A solution of 5-{3-hydroxy-4-[2-(4-methylphenyl)benzoylamino]benzoyl}-1-[(4-methyl-1-piperazinyl)carbonylmethyl]-1,3,4,5-tetrahydro-1,5-benzodiazepin-2(2H)-one (350 mg), 3-dimethylaminopropyl chloride hydrochloride (96.4 mg) and potassium carbonate (230 mg) in N,N-dimethylformamide (15 ml) were stirred for 4 hours at 80° C. The mixture was diluted with ethyl acetate and washed with water, saturated aqueous sodium bicarbonate and brine. The organic solution was dried over sodium sulfate, concentr... Starting materials: C(C)(C)(C)OC(=O)NCCCN (3-(t-butyloxycarbonylamino) propanamine), C(=C)P(OCC)(OCC)=O (diethyl vinylphosphonate). Run in CO (methanol). Run at time 48 hour. Product: C(C)OP(OCC)(=O)CCNCCCNC(=O)OC(C)(C)C (N-[3-(t-Butyloxycarbonylamino)propyl]-2-aminoethylphosphonic acid diethyl ester). Yield: 81.3%. As a reaction SMILES: [C:1]([O:5][C:6]([NH:8][CH2:9][CH2:10][CH2:11][NH2:12])=[O:7])([CH3:4])([CH3:3])[CH3:2].[CH:13]([P:15](=[O:22])([O:19][CH2:20][CH3:21])[O:16][CH2:17][CH3:18])=[CH2:14]>CO>[CH2:17]([O:16][P:15]([CH2:13][CH2:14][NH:12][CH2:11][CH2:10][CH2:9][NH:8][C:6]([O:5][C:1]([CH3:4])([CH3:3])[CH3:2])=[O:7])(=[O:22])[O:19][CH2:20][CH3:21])[CH3:18]. Reported procedure: To a solution of 3-(t-butyloxycarbonylamino) propanamine (77 g, 0.44 mole) in methanol (500 mL) was added diethyl vinylphosphonate 97% (75 g, 0.44 mole; Aldrich 11, 613-0) under nitrogen and kept in a water bath at ~20° C. for 48 hr. The reaction mixture was concentrated in vacua and the residue (~160 g) was put on a pad of "Florisil" (3"×6") and eluted with methylene chloride/hexane 1:1, methylene chloride and finally 10% methanol/methylene chloride to give the title compound as a colorless oil... The reactants are CC1(C2=CC=CC(=C2OC=2C(=CC=CC12)P(C1=CC=CC=C1)C1=CC=CC=C1)P(C1=CC=CC=C1)C1=CC=CC=C1)C (9,9-dimethyl-4,5-bis(diphenylphosphino)xanthene), C([O-])([O-])=O.[Cs+].[Cs+] (cesium carbonate), ClC1=NC=C(C(=C1)I)Cl (2,5-dichloro-4-iodopyridine), NC1=C(C(=O)NC)C=CC=C1F (2-amino-3-fluoro-N-methylbenzamide). Reagents/catalysts: C(C)(=O)[O-].[Pd+2].C(C)(=O)[O-] (Palladium(II) acetate). Run in O1CCOCC1 (dioxane). Reaction conditions: temperature 80 celsius. The product is ClC1=NC=C(C(=C1)NC1=C(C(=O)NC)C=CC=C1F)Cl (2-[(2,5-dichloropyridin-4-yl)amino]-3-fluoro-N-methylbenzamide). The yield is 49.7%. Reaction SMILES: CC1(C)C2C=CC=C(P(C3C=CC=CC=3)C3C=CC=CC=3)C=2OC2C1=CC=CC=2P(C1C=CC=CC=1)C1C=CC=CC=1.C(=O)([O-])[O-].[Cs+].[Cs+].[Cl:49][C:50]1[CH:55]=[C:54](I)[C:53]([Cl:57])=[CH:52][N:51]=1.[NH2:58][C:59]1[C:68]([F:69])=[CH:67][CH:66]=[CH:65][C:60]=1[C:61]([NH:63][CH3:64])=[O:62]>O1CCOCC1.C([O-])(=O)C.[Pd+2].C([O-])(=O)C>[Cl:49][C:50]1[CH:55]=[C:54]([NH:58][C:59]2[C:68]([F:69])=[CH:67][CH:66]=[CH:65][C:60]=2[C:61]([NH:63][CH3:64])=[O:62])[C:53]([Cl:57])=[CH:52][N:51]=1 |f:1.2.3,7.8.9|. Reported procedure: Palladium(II) acetate (35.9 mg, 0.16 mmol) was added to 9,9-dimethyl-4,5-bis(diphenylphosphino)xanthene (139 mg, 0.24 mmol), cesium carbonate (2604 mg, 7.99 mmol), 2,5-dichloro-4-iodopyridine (1094 mg, 4.00 mmol) and 2-amino-3-fluoro-N-methylbenzamide (672 mg, 4.00 mmol) in dioxane (20 mL) under an atmosphere of nitrogen. The resulting suspension was heated at 80° C. for 24 hours and then allowed to cool to room temperature. The mixture was evaporated and the residue dissolved in EtOAc (150 mL) ... Starting materials: ClCC1=C(C(=C2C(=N1)SC(=C2C)C)C2=CC(=C(C=C2)OC)OC)C(=O)OCC (ethyl 6-chloromethyl-4-(3,4-dimethoxyphenyl)-2,3-dimethylthieno[2,3-b]pyridine-5-carboxylate), C(C)NCC (diethylamine). Solvent: ClCCl (dichloromethane). Conditions: time 14 hour. The product is C(C)N(CC)CC1=C(C(=C2C(=N1)SC(=C2C)C)C2=CC(=C(C=C2)OC)OC)C(=O)OCC (ethyl 6-(N,N-diethylaminomethyl)-4-(3,4-dimethoxyphenyl)-2,3-dimethylthieno[2,3-b]pyridine-5-carboxylate). The yield is 67.4%. RXN SMILES: Cl[CH2:2][C:3]1[N:8]=[C:7]2[S:9][C:10]([CH3:13])=[C:11]([CH3:12])[C:6]2=[C:5]([C:14]2[CH:19]=[CH:18][C:17]([O:20][CH3:21])=[C:16]([O:22][CH3:23])[CH:15]=2)[C:4]=1[C:24]([O:26][CH2:27][CH3:28])=[O:25].[CH2:29]([NH:31][CH2:32][CH3:33])[CH3:30]>ClCCl>[CH2:29]([N:31]([CH2:2][C:3]1[N:8]=[C:7]2[S:9][C:10]([CH3:13])=[C:11]([CH3:12])[C:6]2=[C:5]([C:14]2[CH:19]=[CH:18][C:17]([O:20][CH3:21])=[C:16]([O:22][CH3:23])[CH:15]=2)[C:4]=1[C:24]([O:26][CH2:27][CH3:28])=[O:25])[CH2:32][CH3:33])[CH3:30]. Reported procedure: A mixture of ethyl 6-chloromethyl-4-(3,4-dimethoxyphenyl)-2,3-dimethylthieno[2,3-b]pyridine-5-carboxylate (1.5 g), diethylamine (1.04 g) and dichloromethane (35 ml) was stirred for 14 hours under reflux. The reaction mixture was washed with water and dried (MgSO4), then the solvent was distilled off. The residue was subjected to column chromatography on silica gel. From the fraction eluted with chloroform, ethyl 6-(N,N-diethylaminomethyl)-4-(3,4-dimethoxyphenyl)-2,3-dimethylthieno[2,3-b]pyridine... The reactants are IC1=CC=CC(=N1)NC(=O)NC1=CC=NC2=CC=CN=C12 (1-(6-iodopyridin-2-yl)-3-(1,5-naphthyridin-4-yl)urea), CC1(OB(OC1(C)C)C1=CCN(CC1)C(=O)OC(C)(C)C)C (tert-butyl 4-(4,4,5,5-tetramethyl-1,3,2-dioxaborolan-2-yl)-5,6-dihydropyridine-1(2H)-carboxylate), O1CCC(=CC1)B1OC(C(O1)(C)C)(C)C (2-(3,6-dihydro-2H-pyran-4-yl)-4,4,5,5-tetramethyl-1,3,2-dioxaborolane). Product: O1CCC(=CC1)C1=CC=CC(=N1)NC(=O)NC1=CC=NC2=CC=CN=C12 (1-[6-(3,6-Dihydro-2H-pyran-4-yl)-pyridin-2-yl]-3-[1,5]naphthyridin-4-yl-urea). As a reaction SMILES: I[C:2]1[N:7]=[C:6]([NH:8][C:9]([NH:11][C:12]2[C:21]3[C:16](=[CH:17][CH:18]=[CH:19][N:20]=3)[N:15]=[CH:14][CH:13]=2)=[O:10])[CH:5]=[CH:4][CH:3]=1.CC1(C)C(C)(C)OB(C2CCN(C(OC(C)(C)C)=O)CC=2)O1.[O:44]1[CH2:49][CH:48]=[C:47](B2OC(C)(C)C(C)(C)O2)[CH2:46][CH2:45]1>>[O:44]1[CH2:45][CH:46]=[C:47]([C:2]2[N:7]=[C:6]([NH:8][C:9]([NH:11][C:12]3[C:21]4[C:16](=[CH:17][CH:18]=[CH:19][N:20]=4)[N:15]=[CH:14][CH:13]=3)=[O:10])[CH:5]=[CH:4][CH:3]=2)[CH2:48][CH2:49]1. Procedure details: The title compound was prepared as described in example 27 step 2, substituting 1-(6-bromo-quinolin-4-yl)-3-(6-trifluoromethyl-pyridin-2-yl)-urea by 1-(6-iodopyridin-2-yl)-3-(1,5-naphthyridin-4-yl)urea (example 58, step 1) and tert-butyl 4-(4,4,5,5-tetramethyl-1,3,2-dioxaborolan-2-yl)-5,6-dihydropyridine-1(2H)-carboxylate by 2-(3,6-dihydro-2H-pyran-4-yl)-4,4,5,5-tetramethyl-1,3,2-dioxaborolane. Reactants: ClCCl, Cc1cc(C(CC2CCC(=O)C2)C(=O)O)ccc1S(C)(=O)=O, CN(C)C=O, O=C(Cl)C(=O)Cl, Nc1ccn(CCCO)n1, Cc1cccc(C)n1. The product is Cc1cc(C(CC2CCC(=O)C2)C(=O)Nc2ccn(CCCO)n2)ccc1S(C)(=O)=O. As a reaction SMILES: [CH2:47]([Cl:48])[Cl:49].[CH3:1][S:2](=[O:3])(=[O:4])[c:5]1[c:6]([CH3:22])[cH:7][c:8]([CH:11]([C:12](=[O:13])[OH:14])[CH2:15][CH:16]2[CH2:17][C:18](=[O:21])[CH2:19][CH2:20]2)[cH:9][cH:10]1.[CH3:50][N:51]([CH3:52])[CH:53]=[O:54].[Cl:23][C:24]([C:25]([Cl:26])=[O:27])=[O:28].[NH2:29][c:30]1[n:31][n:32]([CH2:35][CH2:36][CH2:37][OH:38])[cH:33][cH:34]1.[n:39]1[c:40]([CH3:41])[cH:42][cH:43][cH:44][c:45]1[CH3:46]>>[CH3:1][S:2](=[O:3])(=[O:4])[c:5]1[c:6]([CH3:22])[cH:7][c:8]([CH:11]([C:12](=[O:14])[NH:29][c:30]2[n:31][n:32]([CH2:35][CH2:36][CH2:37][OH:38])[cH:33][cH:34]2)[CH2:15][CH:16]2[CH2:17][C:18](=[O:21])[CH2:19][CH2:20]2)[cH:9][cH:10]1. Starting materials: O=C1c2ccccc2C(O)(c2ccc(Cl)cc2)N1Cc1ccc([N+](=O)[O-])cc1, CN(C)C=O, O=S(Cl)Cl. Product: O=C1c2ccccc2C(Cl)(c2ccc(Cl)cc2)N1Cc1ccc([N+](=O)[O-])cc1. RXN SMILES: [Cl:1][c:2]1[cH:3][cH:4][c:5]([C:8]2([OH:28])[N:9]([CH2:18][c:19]3[cH:20][cH:21][c:22]([N+:25](=[O:26])[O-:27])[cH:23][cH:24]3)[C:10](=[O:17])[c:11]3[cH:12][cH:13][cH:14][cH:15][c:16]32)[cH:6][cH:7]1.[O:33]=[CH:34][N:35]([CH3:36])[CH3:37].[S:29]([Cl:30])([Cl:31])=[O:32]>>[Cl:1][c:2]1[cH:3][cH:4][c:5]([C:8]2([Cl:31])[N:9]([CH2:18][c:19]3[cH:20][cH:21][c:22]([N+:25](=[O:26])[O-:27])[cH:23][cH:24]3)[C:10](=[O:17])[c:11]3[cH:12][cH:13][cH:14][cH:15][c:16]32)[cH:6][cH:7]1.